From a dataset of the Open Reaction Database (ORD), a public repository of structured organic reaction records. describe an organic reaction: reactants, conditions, products, and yield The reactants are C(C)(C)(C)OC(=O)N1CCC(CC1)NC=1C=NC(=C(C1)C)N (4-(6-amino-5-methyl-pyridin-3-ylamino)-piperidine-1-carboxylic acid tert-butyl ester), Cl (HCl). Run in O1CCOCC1 (dioxane), O1CCOCC1 (dioxane). Product: Cl.Cl.CC=1C(=NC=C(C1)NC1CCNCC1)N (3-Methyl-N5-piperidin-4-yl-pyridine-2,5-diamine dihydrochloride). As a reaction SMILES: C(OC([N:8]1[CH2:13][CH2:12][CH:11]([NH:14][C:15]2[CH:16]=[N:17][C:18]([NH2:22])=[C:19]([CH3:21])[CH:20]=2)[CH2:10][CH2:9]1)=O)(C)(C)C.[ClH:23]>O1CCOCC1>[ClH:23].[ClH:23].[CH3:21][C:19]1[C:18]([NH2:22])=[N:17][CH:16]=[C:15]([NH:14][CH:11]2[CH2:12][CH2:13][NH:8][CH2:9][CH2:10]2)[CH:20]=1 |f:3.4.5|. Reported procedure: A solution of 4-(6-amino-5-methyl-pyridin-3-ylamino)-piperidine-1-carboxylic acid tert-butyl ester (2.84 g, 9.27 mmol) in dioxane (30 mL) and 4 M HCl in dioxane (20 mL) was stirred at rt for 2 h. The solvent was removed under reduced pressure and the crude product used in the consecutive step without further purification assuming quantitative deprotection and formation of the dihydrochloride salt. MS (ISP): 207.1 [M+H]+.